Dataset: the Open Reaction Database (ORD), a public repository of structured organic reaction records. Task: describe an organic reaction: reactants, conditions, products, and yield Reactants: C=CCCC(CCCC)C(=O)O, CCOCC, C=[N+]=[N-]. Yields the product C=CCCC(CCCC)C(=O)OC. RXN SMILES: [CH2:1]([CH2:2][CH2:3][CH3:4])[CH:5]([C:6](=[O:7])[OH:8])[CH2:9][CH2:10][CH:11]=[CH2:12].[CH3:16][CH2:17][O:18][CH2:19][CH3:20].[N+:13](=[N-:14])=[CH2:15]>>[CH2:1]([CH2:2][CH2:3][CH3:4])[CH:5]([C:6]([O:7][CH3:15])=[O:8])[CH2:9][CH2:10][CH:11]=[CH2:12]. Starting materials: BrN1C(CCC1=O)=O (N-bromosuccinimide), C(C)(C)(C)C1=C(C=CC(=C1)C)O (2-tert-butyl-4-methylphenol). Solvent: CN(C=O)C (dimethylformamide), CN(C=O)C (dimethylformamide). The product is BrC1=C(C(=CC(=C1)C)C(C)(C)C)O (2-bromo-4-methyl-6-tert-butylphenol). As a reaction SMILES: [Br:1]N1C(=O)CCC1=O.[C:9]([C:13]1[CH:18]=[C:17]([CH3:19])[CH:16]=[CH:15][C:14]=1[OH:20])([CH3:12])([CH3:11])[CH3:10]>CN(C)C=O>[Br:1][C:15]1[CH:16]=[C:17]([CH3:19])[CH:18]=[C:13]([C:9]([CH3:12])([CH3:11])[CH3:10])[C:14]=1[OH:20]. Procedure: Under nitrogen atmosphere, a dimethylformamide 100 ml solution of N-bromosuccinimide (22.25 g, 125 mmol) was added dropwise at 0° C. to a dimethylformamide 100 ml solution of 2-tert-butyl-4-methylphenol (20.53 g, 125 mmol) with stirring, the resulting reaction mixture was brought up to room temperature and stirred for 5 hours. Reactants: C1(=CC=CC=C1)C(=C)O[Si](C)(C)C ((1-phenylethenyl)oxytrimethylsilane), F[B-](F)(F)F.C1(=CC=CC=C1)[N+]#N (benzenediazonium tetrafluoroborate). Solvent: C(C)OCC (diethyl ether), N1=CC=CC=C1 (pyridine). Conditions: temperature 0 celsius, time 2 hour. Product: C1(=CC=CC=C1)C(=O)CC1=CC=CC=C1 (benzyl phenyl ketone). Yield: 70.1%. RXN SMILES: [C:1]1([C:7]([O:9][Si](C)(C)C)=[CH2:8])[CH:6]=[CH:5][CH:4]=[CH:3][CH:2]=1.F[B-](F)(F)F.[C:19]1([N+]#N)[CH:24]=[CH:23][CH:22]=[CH:21][CH:20]=1>N1C=CC=CC=1.C(OCC)C>[C:1]1([C:7]([CH2:9][C:19]2[CH:24]=[CH:23][CH:22]=[CH:21][CH:20]=2)=[O:8])[CH:6]=[CH:5][CH:4]=[CH:3][CH:2]=1 |f:1.2|. Procedure details: 0.97 mmol of (1-phenylethenyl)oxytrimethylsilane was placed in a 20-ml flask, followed by the addition of 3 ml of pyridine as a solvent. 1.3 mmol of benzenediazonium tetrafluoroborate was added to the flask. The resulting mixture was stirred at 0° C. in a nitrogen atmosphere for 2 hours. The reaction mixture was diluted with diethyl ether and washed with 1.5 N hydrochloric acid, water and a saturated aqueous solution of common salt, successively. The organic phase was dried over magnesium sulfat... Starting materials: C(C1=CC=CC=C1)OC(=O)N1CC2(N(C([C@@H]1C)=O)[C@H](CO2)CCCN2C[C@H](C1(CC1)CC2)O)C ((3S,6S)-3-[3-((S)-4-hydroxy-6-aza-spiro[2.5]oct-6-yl)-propyl]-6,8a-dimethyl-5-oxo-hexahydro-oxazolo[3,2-a]pyrazine-7-carboxylic acid benzyl ester). Reagents/catalysts: [Pd] (palladium). Solvent: CO (MeOH). Product: O[C@H]1C2(CC2)CCN(C1)CCC[C@H]1COC2(N1C([C@@H](NC2)C)=O)C ((3S,6S)-3-[3-((S)-4-Hydroxy-6-aza-spiro[2.5]oct-6-yl)-propyl]-6,8a-dimethyl-hexahydro-oxazolo[3,2-a]pyrazin-5-one). The yield is 97.8%. Reaction SMILES: C(OC([N:11]1[C@@H:16]([CH3:17])[C:15](=[O:18])[N:14]2[C@@H:19]([CH2:22][CH2:23][CH2:24][N:25]3[CH2:32][CH2:31][C:28]4([CH2:30][CH2:29]4)[C@H:27]([OH:33])[CH2:26]3)[CH2:20][O:21][C:13]2([CH3:34])[CH2:12]1)=O)C1C=CC=CC=1>CO.[Pd]>[OH:33][C@@H:27]1[CH2:26][N:25]([CH2:24][CH2:23][CH2:22][C@@H:19]2[N:14]3[C:15](=[O:18])[C@H:16]([CH3:17])[NH:11][CH2:12][C:13]3([CH3:34])[O:21][CH2:20]2)[CH2:32][CH2:31][C:28]21[CH2:30][CH2:29]2. Procedure: A solution of (3S,6S)-3-[3-((S)-4-hydroxy-6-aza-spiro[2.5]oct-6-yl)-propyl]-6,8a-dimethyl-5-oxo-hexahydro-oxazolo[3,2-a]pyrazine-7-carboxylic acid benzyl ester (295 mg, 0.63 mmol) in MeOH (3 mL) was stirred for 1½ h at room temperature under a hydrogen atmosphere (1 bar) in the presence of palladium (10% on activated charcoal, 133 mg), then insoluble material was removed by filtration through diatomaceous earth. The filtrate was evaporated to afford the title compound (208 mg, 99%) Colourless gu... Starting materials: ClCCl, CC1(C)COS(=O)OC1, CC(C)O, [O-]Cl, [Na+], O, Cl[Ru](Cl)Cl. Yields the product CC1(C)COS(=O)(=O)OC1. Reaction SMILES: [CH2:17]([Cl:18])[Cl:19].[CH3:1][C:2]1([CH3:9])[CH2:3][O:4][S:5](=[O:8])[O:6][CH2:7]1.[CH:13]([CH3:14])([CH3:15])[OH:16].[Cl:10][O-:11].[Na+:12].[OH2:20].[Ru:21]([Cl:22])([Cl:23])[Cl:24]>>[CH3:1][C:2]1([CH3:9])[CH2:3][O:4][S:5](=[O:8])(=[O:16])[O:6][CH2:7]1. Reactants: C1CCOC1, CC(C)=O, [O-]P(Oc1ccccc1)Oc1ccccc1. Product: CC(C)(O)P(=O)(Oc1ccccc1)Oc1ccccc1. RXN SMILES: [CH2:17]1[O:18][CH2:19][CH2:20][CH2:21]1.[CH3:22][C:23]([CH3:24])=[O:25].[P:1]([O:2][c:3]1[cH:4][cH:5][cH:6][cH:7][cH:8]1)([O:9][c:10]1[cH:11][cH:12][cH:13][cH:14][cH:15]1)[O-:16]>>[P:1]([O:2][c:3]1[cH:4][cH:5][cH:6][cH:7][cH:8]1)([O:9][c:10]1[cH:11][cH:12][cH:13][cH:14][cH:15]1)(=[O:16])[C:23]([CH3:22])([CH3:24])[OH:25]. Starting materials: [Br-], CC(C)(C)OC(=O)NCc1ccco1, CCCC[N+](CCCC)(CCCC)CCCC, CC(=O)[O-], C1CCC(P(C2CCCCC2)C2CCCCC2)CC1, Fc1cccc(COc2ccc(Nc3ncnc4ccc(I)cc34)cc2Cl)c1, Cl, [K+], CN(C)C=O, O, Cl[Pd]Cl. Yields the product CC(C)(C)OC(=O)NCc1ccc(-c2ccc3ncnc(Nc4ccc(OCc5cccc(F)c5)c(Cl)c4)c3c2)o1. RXN SMILES: [Br-:73].[C:54]([CH3:55])([CH3:56])([CH3:57])[O:58][C:59]([NH:60][CH2:61][c:62]1[o:63][cH:64][cH:65][cH:66]1)=[O:67].[CH2:74]([N+:75]([CH2:76][CH2:77][CH2:78][CH3:79])([CH2:80][CH2:81][CH2:82][CH3:83])[CH2:84][CH2:85][CH2:86][CH3:87])[CH2:88][CH2:89][CH3:90].[CH3:50][C:51](=[O:52])[O-:53].[CH:30]1([P:31]([CH:32]2[CH2:33][CH2:34][CH2:35][CH2:36][CH2:37]2)[CH:38]2[CH2:39][CH2:40][CH2:41][CH2:42][CH2:43]2)[CH2:44][CH2:45][CH2:46][CH2:47][CH2:48]1.[Cl:2][c:3]1[cH:4][c:5]([NH:18][c:19]2[n:20][cH:21][n:22][c:23]3[cH:24][cH:25][c:26]([I:29])[cH:27][c:28]23)[cH:6][cH:7][c:8]1[O:9][CH2:10][c:11]1[cH:12][c:13]([F:17])[cH:14][cH:15][cH:16]1.[ClH:1].[K+:49].[O:68]=[CH:69][N:70]([CH3:71])[CH3:72].[OH2:91].[Pd:92]([Cl:93])[Cl:94]>>[Cl:2][c:3]1[cH:4][c:5]([NH:18][c:19]2[n:20][cH:21][n:22][c:23]3[cH:24][cH:25][c:26](-[c:64]4[o:63][c:62]([CH2:61][NH:60][C:59]([O:58][C:54]([CH3:55])([CH3:56])[CH3:57])=[O:67])[cH:66][cH:65]4)[cH:27][c:28]23)[cH:6][cH:7][c:8]1[O:9][CH2:10][c:11]1[cH:12][c:13]([F:17])[cH:14][cH:15][cH:16]1. The reactants are FC(CCN1N=C(C=2C1=NC=CC2)C#N)(F)F (1-(3,3,3-trifluoropropyl)-1H-pyrazolo[3,4-b]pyridine-3-carbonitrile), C[O-].[Na+] (sodium methoxide), C(C)(=O)O (acetic acid), [Cl-].[NH4+] (ammonium chloride). Run in CO (MeOH). Conditions: temperature 65 celsius, time 3 hour. Yields the product FC(CCN1N=C(C=2C1=NC=CC2)C(N)=N)(F)F (1-(3,3,3-trifluoropropyl)-1H-pyrazolo[3,4-b]pyridine-3-carboximidamide). RXN SMILES: [F:1][C:2]([F:17])([F:16])[CH2:3][CH2:4][N:5]1[C:9]2=[N:10][CH:11]=[CH:12][CH:13]=[C:8]2[C:7]([C:14]#[N:15])=[N:6]1.C[O-].[Na+].C(O)(=O)C.[Cl-].[NH4+:26]>CO>[F:17][C:2]([F:1])([F:16])[CH2:3][CH2:4][N:5]1[C:9]2=[N:10][CH:11]=[CH:12][CH:13]=[C:8]2[C:7]([C:14](=[NH:26])[NH2:15])=[N:6]1 |f:1.2,4.5|. Procedure details: To the intermediate from Step A above (44.4 g, 185 mmol) in MeOH (16 mL) at rt was added sodium methoxide (13.98 g, 259 mmol). After stirring for 3 hours, acetic acid (42.3 mL, 739 mmol) and ammonium chloride (12.85 g, 240 mmol) were added to the reaction. The resulting slurry was heated to 65° C. and stirred for 4 hours. The reaction was then cooled to rt and quenched with EtOAc and saturated aqueous NaHCO3. The aqueous layer was removed and back extracted with EtOAc (4×). The combined organic ... Product: CN(C)C=O.CN(C=O)C (DMF dimethylformamide). Reactants: C1CCOC1.O1CCCC1 (THF tetrahydrofuran), [Li]CCCC.C(CCC)[Li] (BuLi butyllithium), COCCOC.C(OC)COC (DME dimethoxyethane), [Li+].CC(C)[N-]C(C)C.C(C)(C)[N-]C(C)C.[Li+] (LDA lithium diisopropylamide). Reaction SMILES: C1[CH2:5][O:4]CC1.O1CCCC1.COCCOC.C(COC)OC.[Li+].C[CH:25]([N-:27][CH:28](C)C)C.[CH:31]([N-:34][CH:35](C)C)(C)C.[Li+].[Li]CCCC.C([Li])CCC>C(Cl)Cl.ClCCl.CCOCC.C(OCC)C.CCOC(C)=O.C(OCC)(=O)C>[CH3:25][N:27]([CH:5]=[O:4])[CH3:28].[CH3:31][N:34]([CH3:35])[CH:5]=[O:4] |f:0.1,2.3,4.5.6.7,8.9,10.11,12.13,14.15,16.17|. Procedure: THF—tetrahydrofuran; DME—dimethoxyethane; EtOAc—ethyl acetate; Et2O—diethylether; RT—room temperature; LDA—lithium diisopropylamide; CH2Cl2—dichloro-methane; tic—thin layer chromatography; BuLi—butyllithium Solvent: C(Cl)Cl.ClCCl (CH2Cl2 dichloro-methane), CCOC(=O)C.C(C)(=O)OCC (EtOAc ethyl acetate), CCOCC.C(C)OCC (Et2O diethylether).